describe an organic reaction: reactants, conditions, products, and yield From a dataset of the Open Reaction Database (ORD), a public repository of structured organic reaction records. Starting materials: Cc1cccc(-c2nc(OCc3ccccc3)cc(-c3cncc(-c4ccc(C(=O)N5CCN(C(C)C)CC5)cc4)c3)n2)n1, C[Si](C)(C)I, ClCCl, N#N. Product: Cc1cccc(-c2nc(O)cc(-c3cncc(-c4ccc(C(=O)N5CCN(C(C)C)CC5)cc4)c3)n2)n1. Reaction SMILES: [CH2:1]([c:2]1[cH:3][cH:4][cH:5][cH:6][cH:7]1)[O:8][c:9]1[cH:10][c:11](-[c:22]2[cH:23][c:24](-[c:28]3[cH:29][cH:30][c:31]([C:34](=[O:35])[N:36]4[CH2:37][CH2:38][N:39]([CH:42]([CH3:43])[CH3:44])[CH2:40][CH2:41]4)[cH:32][cH:33]3)[cH:25][n:26][cH:27]2)[n:12][c:13](-[c:15]2[n:16][c:17]([CH3:21])[cH:18][cH:19][cH:20]2)[n:14]1.[CH3:47][Si:48]([I:49])([CH3:50])[CH3:51].[Cl:52][CH2:53][Cl:54].[N:45]#[N:46]>>[OH:8][c:9]1[cH:10][c:11](-[c:22]2[cH:23][c:24](-[c:28]3[cH:29][cH:30][c:31]([C:34](=[O:35])[N:36]4[CH2:37][CH2:38][N:39]([CH:42]([CH3:43])[CH3:44])[CH2:40][CH2:41]4)[cH:32][cH:33]3)[cH:25][n:26][cH:27]2)[n:12][c:13](-[c:15]2[n:16][c:17]([CH3:21])[cH:18][cH:19][cH:20]2)[n:14]1. Reactants: CC(CCCC(=O)OCC(CO)(CO)CO)CCCC(CCCC(CCCC(C)C)C)C (Mono-O-(5,9,13,17-tetramethyloctadecanoyl)pentaerythritol). Run in O (water). Product: CC(CCCC(=O)OCC(CO)(CO)CO)CCCC(CCCC(CCCC(C)C)C)C.O (mono-O-(5,9,13,17-tetramethyloctadecanoyl)pentaerythritol water). Reaction SMILES: [CH3:1][CH:2]([CH2:17][CH2:18][CH2:19][CH:20]([CH3:32])[CH2:21][CH2:22][CH2:23][CH:24]([CH3:31])[CH2:25][CH2:26][CH2:27][CH:28]([CH3:30])[CH3:29])[CH2:3][CH2:4][CH2:5][C:6]([O:8][CH2:9][C:10]([CH2:15][OH:16])([CH2:13][OH:14])[CH2:11][OH:12])=[O:7]>O>[CH3:1][CH:2]([CH2:17][CH2:18][CH2:19][CH:20]([CH3:32])[CH2:21][CH2:22][CH2:23][CH:24]([CH3:31])[CH2:25][CH2:26][CH2:27][CH:28]([CH3:30])[CH3:29])[CH2:3][CH2:4][CH2:5][C:6]([O:8][CH2:9][C:10]([CH2:13][OH:14])([CH2:11][OH:12])[CH2:15][OH:16])=[O:7].[OH2:7] |f:2.3|. Procedure details: Mono-O-(5,9,13,17-tetramethyloctadecanoyl)pentaerythritol (formula (9) above) and pure water were homogeneously mixed in accordance with the same procedure as in Example 3 to obtain the sample of mono-O-(5,9,13,17-tetramethyloctadecanoyl)pentaerythritol/water system. This sample of mono-O-(5,9,13,17-tetramethyloctadecanoyl)pentaerythritol/water system was subjected to the penetration experiment under a polarizing microscope, SAXS analysis, and dhc value determination based on the results of SAXS... Starting materials: CC(C)=O, CI, [K+], [Na], O=C(O)CCCCCCCn1c(-c2ccccc2)c[nH]c1=O, [OH-], O. Yields the product Cn1cc(-c2ccccc2)n(CCCCCCCC(=O)O)c1=O. RXN SMILES: [CH3:24][C:25](=[O:26])[CH3:27].[CH3:30][I:31].[K+:29].[Na:1].[O:2]=[c:3]1[n:4]([CH2:14][CH2:15][CH2:16][CH2:17][CH2:18][CH2:19][CH2:20][C:21](=[O:22])[OH:23])[c:5](-[c:8]2[cH:9][cH:10][cH:11][cH:12][cH:13]2)[cH:6][nH:7]1.[OH-:28].[OH2:32]>>[O:2]=[c:3]1[n:4]([CH2:14][CH2:15][CH2:16][CH2:17][CH2:18][CH2:19][CH2:20][C:21](=[O:22])[OH:23])[c:5](-[c:8]2[cH:9][cH:10][cH:11][cH:12][cH:13]2)[cH:6][n:7]1[CH3:24]. The reactants are C1COCCO1, CCOC(C)=O, Cl, [Li+], [OH-], COC(=O)CCC(COC(=O)Nc1nc2ccccc2s1)N(C)C(=O)NCc1cccc(F)c1Cl. Product: CN(C(=O)NCc1cccc(F)c1Cl)C(CCC(=O)O)COC(=O)Nc1nc2ccccc2s1. RXN SMILES: [CH2:45]1[O:46][CH2:47][CH2:48][O:49][CH2:50]1.[CH3:39][CH2:40][O:41][C:42](=[O:43])[CH3:44].[ClH:38].[Li+:37].[OH-:36].[s:1]1[c:2]([NH:10][C:11](=[O:12])[O:13][CH2:14][CH:15]([CH2:16][CH2:17][C:18](=[O:19])[O:20][CH3:21])[N:22]([C:23](=[O:24])[NH:25][CH2:26][c:27]2[c:28]([Cl:34])[c:29]([F:33])[cH:30][cH:31][cH:32]2)[CH3:35])[n:3][c:4]2[c:5]1[cH:6][cH:7][cH:8][cH:9]2>>[s:1]1[c:2]([NH:10][C:11](=[O:12])[O:13][CH2:14][CH:15]([CH2:16][CH2:17][C:18](=[O:19])[OH:20])[N:22]([C:23](=[O:24])[NH:25][CH2:26][c:27]2[c:28]([Cl:34])[c:29]([F:33])[cH:30][cH:31][cH:32]2)[CH3:35])[n:3][c:4]2[c:5]1[cH:6][cH:7][cH:8][cH:9]2. The reactants are CC=1OC(=C(N1)C1=CC=CC=C1)C (2,5-dimethyl-4-phenyloxazole), BrN1C(CCC1=O)=O (N-bromosuccinimide), N(=NC(C#N)(C)C)C(C#N)(C)C (azobisisobutyronitrile). Conditions: time 5 minute. Procedure: A mixture of 2,5-dimethyl-4-phenyloxazole (6.0 g), N-bromosuccinimide (6.6 g), azobisisobutyronitrile (0.3 g) and carbon tetrachloride (120 ml) was refluxed with stirring for 5 minutes. The reaction mixture was washed with water, saturated aqueous sodium hydrogen carbonate and water in that order, and dried over anhydrous magnesium sulfate. The solvent was then distilled off and the oily residue was left standing to give 5-bromomethyl-2-methyl-4-phenyloxazole as crystals, yield 9.2 g (98.9%). Re... Reaction SMILES: [CH3:1][C:2]1[O:3][C:4]([CH3:13])=[C:5]([C:7]2[CH:12]=[CH:11][CH:10]=[CH:9][CH:8]=2)[N:6]=1.[Br:14]N1C(=O)CCC1=O.N(C(C)(C)C#N)=NC(C)(C)C#N>C(Cl)(Cl)(Cl)Cl>[Br:14][CH2:13][C:4]1[O:3][C:2]([CH3:1])=[N:6][C:5]=1[C:7]1[CH:8]=[CH:9][CH:10]=[CH:11][CH:12]=1. Product: BrCC1=C(N=C(O1)C)C1=CC=CC=C1 (5-bromomethyl-2-methyl-4-phenyloxazole). Run in C(Cl)(Cl)(Cl)Cl (carbon tetrachloride). The reactants are OC1=C2C3=C(C(OC2=CC=C1)=O)C=C(C=C3)[N+](=O)[O-] (1-hydroxy-8-nitro-6H-benzo[c]chromen-6-one). Reagents/catalysts: transition metal. Run in CN1C(CCC1)=O (NMP), CN1C(CCC1)=O (N-methylpyrrolidin-2-one). The product is NC=1C=CC2=C(C(OC3=CC=CC(=C23)O)=O)C1 (8-amino-1-hydroxy-6H-benzo[c]chromen-6-one). RXN SMILES: [OH:1][C:2]1[CH:11]=[CH:10][CH:9]=[C:8]2[C:3]=1[C:4]1[CH:16]=[CH:15][C:14]([N+:17]([O-])=O)=[CH:13][C:5]=1[C:6](=[O:12])[O:7]2>CN1CCCC1=O>[NH2:17][C:14]1[CH:15]=[CH:16][C:4]2[C:3]3[C:8](=[CH:9][CH:10]=[CH:11][C:2]=3[OH:1])[O:7][C:6](=[O:12])[C:5]=2[CH:13]=1. Reported procedure: treating 1-hydroxy-8-nitro-6H-benzo[c]chromen-6-one with a second transition metal catalyst under a hydrogen atmosphere at a pressure of about 20 to about 60 psi, preferably about 40 psi, in a third solvent, preferably N-methylpyrrolidin-2-one (NMP) at a concentration of about 0.5M to about 1.0M, preferably 0.7M, to provide 8-amino-1-hydroxy-6H-benzo[c]chromen-6-one in NMP;